From a dataset of the Open Reaction Database (ORD), a public repository of structured organic reaction records. describe an organic reaction: reactants, conditions, products, and yield Reactants: BrC=1C=C2C[C@@H](CC2=CC1)NC(=O)C1=NC=C(C=C1)OC[C@H]1OCCC1 (N-((R)-5-bromoindan-2-yl)-5-[(S)-1-(tetrahydrofuran-2-yl)methoxy]pyridine-2-carboxamide), C(CCC)C(=C(CCCC)CCCC)[Sn] (tributylvinyltin), C1(=CC=CC=C1)P(C1=CC=CC=C1)C1=CC=CC=C1 (triphenylphosphine), CN(C)C=O (DMF). Reagents/catalysts: C(C)(=O)[O-].[Pd+2].C(C)(=O)[O-] (palladium(II) acetate). The solvent is C(C)N(CC)CC (triethylamine). The product is C(=C)C=1C=C2C[C@@H](CC2=CC1)NC(=O)C1=NC=C(C=C1)OC[C@H]1OCCC1 (N-((R)-5-Vinylindan-2-yl)-5-[(S)-1-(tetrahydrofuran-2-yl)methoxy]pyridine-2-carboxamide). Reaction SMILES: Br[C:2]1[CH:3]=[C:4]2[C:8](=[CH:9][CH:10]=1)[CH2:7][C@@H:6]([NH:11][C:12]([C:14]1[CH:19]=[CH:18][C:17]([O:20][CH2:21][C@@H:22]3[CH2:26][CH2:25][CH2:24][O:23]3)=[CH:16][N:15]=1)=[O:13])[CH2:5]2.[CH2:27](C([Sn])=C(CCCC)CCCC)[CH2:28]CC.C1(P(C2C=CC=CC=2)C2C=CC=CC=2)C=CC=CC=1.CN(C=O)C>C([O-])(=O)C.[Pd+2].C([O-])(=O)C.C(N(CC)CC)C>[CH:27]([C:2]1[CH:3]=[C:4]2[C:8](=[CH:9][CH:10]=1)[CH2:7][C@@H:6]([NH:11][C:12]([C:14]1[CH:19]=[CH:18][C:17]([O:20][CH2:21][C@@H:22]3[CH2:26][CH2:25][CH2:24][O:23]3)=[CH:16][N:15]=1)=[O:13])[CH2:5]2)=[CH2:28] |f:4.5.6,^1:28|. Procedure: A mixture of N-((R)-5-bromoindan-2-yl)-5-[(S)-1-(tetrahydrofuran-2-yl)methoxy]pyridine-2-carboxamide (1.70 g), tributylvinyltin (1.55 g), triphenylphosphine (85.5 mg), palladium(II) acetate (18.3 mg) and DMF (20 ml) was admixed under argon with triethylamine (7.4 ml) and heated to reflux for 4 hours. After cooling, the reaction mixture was partitioned between water and ethyl acetate. The organic phase was dried over sodium sulfate and concentrated. The residue was filtered through silica gel. Th... Reactants: BrC=C(C)C1=CC(=C(C=C1)Cl)Cl (4-(1-Bromoprop-1-en-2-yl)-1,2-dichlorobenzene), ClC1=CC=2C3=C(NC2C=C1)CCN(CC3)C (9-Chloro-3-methyl-1,2,3,4,5,6-hexahydroazepino[4,5-b]indole), N1[C@H](C(=O)O)CCC1 (L-proline), [O-]P(=O)([O-])[O-].[K+].[K+].[K+] (K3PO4). The reagents and catalysts are [Cu]I (Copper (I) iodide). Solvent: CN(C)C=O (DMF). Reaction conditions: time 10 minute. The product is ClC1=CC=2C3=C(N(C2C=C1)\C=C(/C)\C1=CC(=C(C=C1)Cl)Cl)CCN(CC3)C ((E)-9-chloro-6-(2-(3,4-dichlorophenyl)prop-1-enyl)-1,2,3,4,5,6-hexahydro-3-methylazepino[4,5-b]indole). As a reaction SMILES: [Cl:1][C:2]1[CH:10]=[CH:9][C:8]2[NH:7][C:6]3[CH2:11][CH2:12][N:13]([CH3:16])[CH2:14][CH2:15][C:5]=3[C:4]=2[CH:3]=1.N1CCC[C@H]1C(O)=O.[O-]P([O-])([O-])=O.[K+].[K+].[K+].Br[CH:34]=[C:35]([C:37]1[CH:42]=[CH:41][C:40]([Cl:43])=[C:39]([Cl:44])[CH:38]=1)[CH3:36]>CN(C=O)C.[Cu]I>[Cl:1][C:2]1[CH:10]=[CH:9][C:8]2[N:7](/[CH:34]=[C:35](/[C:37]3[CH:42]=[CH:41][C:40]([Cl:43])=[C:39]([Cl:44])[CH:38]=3)\[CH3:36])[C:6]3[CH2:11][CH2:12][N:13]([CH3:16])[CH2:14][CH2:15][C:5]=3[C:4]=2[CH:3]=1 |f:2.3.4.5|. Reported procedure: 9-Chloro-3-methyl-1,2,3,4,5,6-hexahydroazepino[4,5-b]indole (74 mg, 0.31 mmol) was dissolved in DMF (5 mL). Copper (I) iodide (6 mg, 0.032 mmol), L-proline (7 mg, 0.063 mmol) and K3PO4 (134 mg, 0.63 mmol) were added and the reaction mixture was stirred for 10 min. at RT. 4-(1-Bromoprop-1-en-2-yl)-1,2-dichlorobenzene (100 mg, 0.378 mmol) was added dropwise and the reaction mixture was purged with nitrogen. The reaction mixture was heated at 80° C. for overnight (prolonged heating in some cases wa... Reactants: Cc1cc([N+](=O)[O-])c(C(=O)O)cc1F, C1COCCO1. Yields the product Cc1cc(N)c(C(=O)O)cc1F. RXN SMILES: [N+:1]([O-:2])(=[O:3])[c:4]1[c:5]([C:6](=[O:7])[OH:8])[cH:9][c:10]([F:14])[c:11]([CH3:13])[cH:12]1.[O:15]1[CH2:16][CH2:17][O:18][CH2:19][CH2:20]1>>[NH2:1][c:4]1[c:5]([C:6](=[O:7])[OH:8])[cH:9][c:10]([F:14])[c:11]([CH3:13])[cH:12]1. The product is CC(C)(C)SCC(NC(=O)OCC1c2ccccc2-c2ccccc21)C(=O)OC1CCCC1. The reactants are CC(C)(C)SCC(NC(=O)OCC1c2ccccc2-c2ccccc21)C(=O)O, CC(C)(C)OCC(NC(=O)OCc1ccccc1)C(=O)OC1CCCC1. RXN SMILES: [C:27]([CH3:28])([CH3:29])([CH3:30])[S:31][CH2:32][CH:33]([C:34](=[O:35])[OH:36])[NH:37][C:38](=[O:39])[O:40][CH2:41][CH:42]1[c:43]2[cH:44][cH:45][cH:46][cH:47][c:48]2-[c:49]2[cH:50][cH:51][cH:52][cH:53][c:54]21.[CH:1]1([O:6][C:7](=[O:8])[CH:9]([NH:10][C:11]([O:12][CH2:13][c:14]2[cH:15][cH:16][cH:17][cH:18][cH:19]2)=[O:20])[CH2:21][O:22][C:23]([CH3:24])([CH3:25])[CH3:26])[CH2:2][CH2:3][CH2:4][CH2:5]1>>[CH:1]1([O:35][C:34]([CH:33]([CH2:32][S:31][C:27]([CH3:28])([CH3:29])[CH3:30])[NH:37][C:38](=[O:39])[O:40][CH2:41][CH:42]2[c:43]3[cH:44][cH:45][cH:46][cH:47][c:48]3-[c:49]3[cH:50][cH:51][cH:52][cH:53][c:54]32)=[O:36])[CH2:2][CH2:3][CH2:4][CH2:5]1. The product is BrC1=C(C2=C(N=CN=C2N)S1)C1=CC=C(C=C1)[N+](=O)[O-] (6-bromo-5-(4-nitrophenyl)thieno[2,3-d]pyrimidin-4-amine). Starting materials: [N+](=O)([O-])C1=CC=C(C=C1)C1=CSC=2N=CN=C(C21)N (5-(4-nitrophenyl)thieno[2,3-d]pyrimidin-4-amine), BrBr (bromine). Reported procedure: A suspension of Example 58C (50 mg, 0.18 mmol) in acetic acid (1 mL) and DMF (3 mL) was heated with a heat gun to obtain a clear solution, cooled to 0° C., and treated with bromine (0.02 mL). The reaction mixture was stirred at 0° C. for 1 hour, diluted with saturated NaHCO3, and filtered. The filter cake was dried to provide 56 mg of the desired product. Conditions: temperature 0 celsius, time 1 hour. RXN SMILES: [N+:1]([C:4]1[CH:9]=[CH:8][C:7]([C:10]2[C:18]3[C:17]([NH2:19])=[N:16][CH:15]=[N:14][C:13]=3[S:12][CH:11]=2)=[CH:6][CH:5]=1)([O-:3])=[O:2].[Br:20]Br>C(O)(=O)C.CN(C=O)C.C([O-])(O)=O.[Na+]>[Br:20][C:11]1[S:12][C:13]2[N:14]=[CH:15][N:16]=[C:17]([NH2:19])[C:18]=2[C:10]=1[C:7]1[CH:6]=[CH:5][C:4]([N+:1]([O-:3])=[O:2])=[CH:9][CH:8]=1 |f:4.5|. Solvent: C(=O)(O)[O-].[Na+] (NaHCO3), C(C)(=O)O (acetic acid), CN(C)C=O (DMF). The reactants are solid, BrC1=C(N)C(=CC=C1)Br (2,6-dibromoaniline), ClC(C)Cl (dichloroethane), COC1OC(CC1)OC (2,5-dimethoxytetrahydrofuran). Solvent: C(C)(=O)O (acetic acid). The product is BrC1=C(C(=CC=C1)Br)N1C=CC=C1 (1-(2,6-dibromophenyl)-1H-pyrrole). RXN SMILES: [Br:1][C:2]1[CH:8]=[CH:7][CH:6]=[C:5]([Br:9])[C:3]=1[NH2:4].ClC(Cl)C.CO[CH:16]1[CH2:20][CH2:19][CH:18](OC)O1>C(O)(=O)C>[Br:1][C:2]1[CH:8]=[CH:7][CH:6]=[C:5]([Br:9])[C:3]=1[N:4]1[CH:16]=[CH:20][CH:19]=[CH:18]1. Procedure: To a 200 mL round bottom flask was added 2,6-dibromoaniline (8.63 g, 34.7 mmol, 1.0 equiv.), dichloroethane (35.0 mL, 1.0 M), acetic acid (35.0 mL, 1.0 M), and 2,5-dimethoxytetrahydrofuran (10.5 mL, 3.3 M). A reflux condenser was fitted to the flask and the mixture was heated to reflux for 2 hours. During this time the solution slowly changes colors from clear to yellow. An aliquot was removed and the reaction was judged complete by NMR. The mixture was diluted with CH2Cl2, rinsed with H2O, and ... The reactants are CC1C(C(C(C(O1)CO)O)OC2C(C(C(C(O2)COC3C(C(C(CO3)O)OC)O)O)OC)O)O (galactoarabinan), Cl (hydrochloric acid). Run in O (water). Run at temperature 20 celsius, time 24 hour. Product: O=C[C@H](O)[C@@H](O)[C@@H](O)[C@H](O)CO (D-galactose). As a reaction SMILES: CC1OC(CO)C(O)C([O:11][CH:12]2[O:17][CH:16]([CH2:18][O:19]C3OCC(O)C(OC)C3O)[CH:15]([OH:30])[CH:14]([O:31]C)[CH:13]2[OH:33])C1O.Cl>O>[O:11]=[CH:12][C@@H:13]([C@H:14]([C@H:15]([C@@H:16]([CH2:18][OH:19])[OH:17])[OH:30])[OH:31])[OH:33]. Reported procedure: 500 kg of galactoarabinan (e.g. FiberAid®) are dissolved or suspended in 4,000-5,000 l of water. The pH is adjusted using approximately 50-60 l hydrochloric acid (30% by weight) to a value in the range from 1.0-1.5. The temperature is adjusted to 100° C. The hydrolysis is carried out for 24 hours (hydrolysis control by means of HPLC). Once the hydrolysis is complete cooling takes place to 50-60° C., with filtration (for example by means of a chamber filter press, for example with the Hyflo filte...